Dataset: the Open Reaction Database (ORD), a public repository of structured organic reaction records. Task: describe an organic reaction: reactants, conditions, products, and yield The reactants are C(=O)C1=CC=C(OC2=NC=C(C(=O)N)C=C2)C=C1 (6-(4-Formyl-phenoxy)-nicotinamide), [BH4-].[Na+] (sodium borohydride), C(=O)C1=CC=C(OC2=NC=C(C(=O)N)C=C2)C=C1 (6-(4-Formyl-phenoxy)-nicotinamide), C1(=CC=CC=C1)N1CCNCC1 (1-phenyl-piperazine). Run in CO (methanol). Product: C1(=CC=CC=C1)N1CCN(CC1)CC1=CC=C(OC2=NC=C(C(=O)N)C=C2)C=C1 (6-[4-(4-Phenyl-piperazin-1-ylmethyl)-phenoxy]-nicotinamide). The yield is 12.9%. RXN SMILES: [CH:1]([C:3]1[CH:18]=[CH:17][C:6]([O:7][C:8]2[CH:16]=[CH:15][C:11]([C:12]([NH2:14])=[O:13])=[CH:10][N:9]=2)=[CH:5][CH:4]=1)=O.[C:19]1([N:25]2[CH2:30][CH2:29][NH:28][CH2:27][CH2:26]2)[CH:24]=[CH:23][CH:22]=[CH:21][CH:20]=1.[BH4-].[Na+]>CO>[C:19]1([N:25]2[CH2:30][CH2:29][N:28]([CH2:1][C:3]3[CH:18]=[CH:17][C:6]([O:7][C:8]4[CH:16]=[CH:15][C:11]([C:12]([NH2:14])=[O:13])=[CH:10][N:9]=4)=[CH:5][CH:4]=3)[CH2:27][CH2:26]2)[CH:24]=[CH:23][CH:22]=[CH:21][CH:20]=1 |f:2.3|. Reported procedure: Using a method similar to Example 334, using 6-(4-formyl-phenoxy)-nicotinamide (compound of example 332, step 1) (0.302 g, 1.25 mmol), 1-phenyl-piperazine (0.192 mL, 1.26 mmol), and sodium borohydride (0.110 g, 2.91 mmol) in methanol (12 mL) provides 0.0627 g (13%) of the title compound as a white solid Chromatography solvent: 25:1 methylene chloride:methanol. High resolution mass spectrum (electrospray): m/z calc for C23H25N4O2 389.1978, found 389.1993; 1H NMR (methanol-d4): 8.67 (d, 1H, J=2.0 ... Reported procedure: The ester product from part (b) (1 g., 2.1 mmole) is stirred in a 10% sodium hydroxide and methanol solution at room temperature for 2.5 hours. The reaction solution is diluted with water and washed with ethyl ether. Upon acidification of the aqueous phase with 10% hydrochloric acid and saturation with sodium chloride, the diacid is extracted via multiple extractions into ethyl acetate. After drying (MgSO4) and evaporating, 0.5 g. of product is obtained as a white solid. In order to remove entra... Run in O (water). The reactants are ester, C(=O)(O)C1=C(C(=O)N[C@@H](C)C(=O)N2[C@H](C(=O)OCC3=CC=CC=C3)CCC2)C(=CC=C1)[N+](=O)[O-] (1-[N-(2-Carboxy-6-nitrobenzoyl)-L-alanyl]-L-proline, phenylmethyl ester), [OH-].[Na+] (sodium hydroxide), CO (methanol). Yields the product C(=O)(O)C1=C(C(=O)N[C@@H](C)C(=O)N2[C@H](C(=O)O)CCC2)C(=CC=C1)[N+](=O)[O-] (1-[N-(2-carboxy-6-nitrobenzoyl)-L-alanyl]-L-proline). Reaction SMILES: [C:1]([C:4]1[CH:31]=[CH:30][CH:29]=[C:28]([N+:32]([O-:34])=[O:33])[C:5]=1[C:6]([NH:8][C@H:9]([C:11]([N:13]1[CH2:27][CH2:26][CH2:25][C@H:14]1[C:15]([O:17]CC1C=CC=CC=1)=[O:16])=[O:12])[CH3:10])=[O:7])([OH:3])=[O:2].[OH-].[Na+].CO>O>[C:1]([C:4]1[CH:31]=[CH:30][CH:29]=[C:28]([N+:32]([O-:34])=[O:33])[C:5]=1[C:6]([NH:8][C@H:9]([C:11]([N:13]1[CH2:27][CH2:26][CH2:25][C@H:14]1[C:15]([OH:17])=[O:16])=[O:12])[CH3:10])=[O:7])([OH:3])=[O:2] |f:1.2|. The reactants are CSc1nnc(-c2cn(C)c3ccccc23)c(=O)[nH]1, Cl, NCCCN1CCCCC1, [Na+], [OH-], O. Product: Cn1cc(-c2nnc(NCCCN3CCCCC3)[nH]c2=O)c2ccccc21. As a reaction SMILES: [CH3:1][n:2]1[cH:3][c:4](-[c:11]2[c:12](=[O:19])[nH:13][c:14]([S:17][CH3:18])[n:15][n:16]2)[c:5]2[cH:6][cH:7][cH:8][cH:9][c:10]12.[ClH:30].[N:20]1([CH2:26][CH2:27][CH2:28][NH2:29])[CH2:21][CH2:22][CH2:23][CH2:24][CH2:25]1.[Na+:32].[OH-:31].[OH2:33]>>[CH3:1][n:2]1[cH:3][c:4](-[c:11]2[c:12](=[O:19])[nH:13][c:14]([NH:29][CH2:28][CH2:27][CH2:26][N:20]3[CH2:21][CH2:22][CH2:23][CH2:24][CH2:25]3)[n:15][n:16]2)[c:5]2[cH:6][cH:7][cH:8][cH:9][c:10]12. Reactants: N(=NC(=O)OC(C)(C)C)C(=O)OC(C)(C)C (Di-tert-butyl azodicarboxylate), C1(CC(CC1)O)O (1,3-cyclopentandiol), FC=1C=CC(=C(C1)O)[N+](=O)[O-] (5-fluoro-2-nitrophenol), C1(=CC=CC=C1)P(C1=CC=CC=C1)C1=CC=CC=C1 (triphenylphosphine), Cl (HCl). The solvent is C1CCOC1 (THF), C(Cl)Cl (methylene chloride). Product: FC=1C=CC(=C(OC2CC(CC2)O)C1)[N+](=O)[O-] (3-(5-fluoro-2-nitrophenoxy)cyclopentanol). RXN SMILES: N(C(OC(C)(C)C)=O)=NC(OC(C)(C)C)=O.[CH:17]1([OH:23])[CH2:21][CH2:20][CH:19]([OH:22])[CH2:18]1.[F:24][C:25]1[CH:26]=[CH:27][C:28]([N+:32]([O-:34])=[O:33])=[C:29](O)[CH:30]=1.C1(P(C2C=CC=CC=2)C2C=CC=CC=2)C=CC=CC=1.Cl>C1COCC1.C(Cl)Cl>[F:24][C:25]1[CH:30]=[CH:29][C:28]([N+:32]([O-:34])=[O:33])=[C:27]([CH:26]=1)[O:22][CH:19]1[CH2:20][CH2:21][CH:17]([OH:23])[CH2:18]1. Reported procedure: Di-tert-butyl azodicarboxylate was added at 0° C. to a mixture of 1,3-cyclopentandiol (1.02 g), 5-fluoro-2-nitrophenol (0.79 g) and triphenylphosphine (1.97 g) in THF (15.0 ml). After stirring at room temperature over weekend the mixture was treated with 2 M aq. HCl (20.0 ml) and refluxed for 30 min. The reaction mixture was diluted with methylene chloride. The layers were separated. The organic layer was passed through a hydrophobic frit and concentrated in vacuo. The crude was purified by chro...